This data is from the Open Reaction Database (ORD), a public repository of structured organic reaction records. The task is: describe an organic reaction: reactants, conditions, products, and yield Reactants: N1C(=NC2=NC=CC=C21)C=CC2=CC=C(C(=O)O)C=C2 (4-[2-(1H-Imidazo[4,5-b]pyridin-2-yl)ethenyl]benzoic acid), Cl.NC[C@@H](C(=O)OC(C)(C)C)NS(=O)(=O)C1=CC=CC=C1 (tert-Butyl 3-amino-2(S)-phenylsulfonylaminopropionate hydrochloride), C=1C=CC2=C(C1)N=NN2O (HOBT), C(CCl)Cl (EDC), CN1CCOCC1 (NMM). Solvent: CN(C)C=O (DMF). Reaction conditions: time 18 hour. Yields the product C(C)(C)(C)OC([C@H](CNC(C1=CC=C(C=C1)C=CC=1NC=2C(=NC=CC2)N1)=O)NS(=O)(=O)C1=CC=CC=C1)=O (4-[2-(1H-Imidazo[4,5-b]pyridin-2-yl)ethenyl]benzoyl-2(S)-phenylsulfonylamino-β-alanine t-butyl ester). RXN SMILES: [NH:1]1[C:9]2[C:4](=[N:5][CH:6]=[CH:7][CH:8]=2)[N:3]=[C:2]1[CH:10]=[CH:11][C:12]1[CH:20]=[CH:19][C:15]([C:16]([OH:18])=O)=[CH:14][CH:13]=1.Cl.[NH2:22][CH2:23][C@H:24]([NH:32][S:33]([C:36]1[CH:41]=[CH:40][CH:39]=[CH:38][CH:37]=1)(=[O:35])=[O:34])[C:25]([O:27][C:28]([CH3:31])([CH3:30])[CH3:29])=[O:26].C1C=CC2N(O)N=NC=2C=1.C(Cl)CCl.CN1CCOCC1>CN(C=O)C>[C:28]([O:27][C:25](=[O:26])[C@@H:24]([NH:32][S:33]([C:36]1[CH:41]=[CH:40][CH:39]=[CH:38][CH:37]=1)(=[O:35])=[O:34])[CH2:23][NH:22][C:16](=[O:18])[C:15]1[CH:14]=[CH:13][C:12]([CH:11]=[CH:10][C:2]2[NH:1][C:9]3[C:4]([N:3]=2)=[N:5][CH:6]=[CH:7][CH:8]=3)=[CH:20][CH:19]=1)([CH3:31])([CH3:29])[CH3:30] |f:1.2|. Reported procedure: A DMF solution (10 mL) containing 31-3 (301 mg, 1.0 mmol) 2-1 (336 mg, 1.0 mmol), HOBT (206 mg, 1.35 mmol), EDC (258 mg, 1.35 mmol) and NMM (440 μl, 4.0 mmol) was stirred under ambient conditions for 18 h. The DMF was evaporated and the residue partitioned between CH2Cl2 and H2O. The organic layer was dried (MgSO4) and concentrated to a yellow gum which was purified by flash chromatography (silica, 4:1, CHCl3 ·NH3 /IPA) to provide impure 31-4 which was rechromatographed (silica, 9:1 EtOAc/IPA) t...